From a dataset of the Open Reaction Database (ORD), a public repository of structured organic reaction records. describe an organic reaction: reactants, conditions, products, and yield Starting materials: CC(=O)OI1(C2=CC=CC=C2C(=O)O1)(OC(=O)C)OC(=O)C (1,1,1-Tris(acetyloxy)-1,1-dihydro-1,2-benziodoxol-3-(1H)-one), OC[C@@H]1N(S(CC1)(=O)=O)CCCC1=CC=C(S1)C(=O)OC ((R)-Methyl 5-(3-(3-(hydroxymethyl)-1,1-dioxidoisothiazolidin-2-yl)-propyl)-thiophene-2-carboxylate). Solvent: C(Cl)Cl (CH2Cl2). Conditions: time 16 hour. Product: C(=O)[C@@H]1N(S(CC1)(=O)=O)CCCC1=CC=C(S1)C(=O)OC ((R)-Methyl 5-(3-(3-formyl-1,1-dioxidoisothiazolidin-2-yl)propyl)thio-phene-2-carboxylate). Isolated yield 49.8%. Reaction SMILES: CC(OI1(OC(C)=O)(OC(C)=O)OC(=O)C2C1=CC=CC=2)=O.[OH:23][CH2:24][C@H:25]1[CH2:29][CH2:28][S:27](=[O:31])(=[O:30])[N:26]1[CH2:32][CH2:33][CH2:34][C:35]1[S:39][C:38]([C:40]([O:42][CH3:43])=[O:41])=[CH:37][CH:36]=1>C(Cl)Cl>[CH:24]([C@H:25]1[CH2:29][CH2:28][S:27](=[O:31])(=[O:30])[N:26]1[CH2:32][CH2:33][CH2:34][C:35]1[S:39][C:38]([C:40]([O:42][CH3:43])=[O:41])=[CH:37][CH:36]=1)=[O:23]. Reported procedure: 1,1,1-Tris(acetyloxy)-1,1-dihydro-1,2-benziodoxol-3-(1H)-one (476 mg, 1.00 mmol) was added to a solution of the alcohol 10 (312 mg, 0.94 mmol) in CH2Cl2 (3.0 mL) at 23° C. The reaction was stirred for 16 h, filtered through celite and concentrated in vacuo. The residue was purified by flash column chromatography (silica gel, 10% EtOAc/hex) afforded 155 mg (50%) of aldehyde 11. The reactants are Cn1ccc2ccnc(Oc3ccc(N)cc3F)c21, O=C(Cc1ccccc1)NC(=S)Nc1ccc(Oc2nccc3cc[nH]c23)c(F)c1. Yields the product Cn1ccc2ccnc(Oc3ccc(NC(=S)NC(=O)Cc4ccccc4)cc3F)c21. Reaction SMILES: [F:1][c:2]1[cH:3][c:4]([NH2:19])[cH:5][cH:6][c:7]1[O:8][c:9]1[n:10][cH:11][cH:12][c:13]2[c:14]1[n:15]([CH3:18])[cH:16][cH:17]2.[nH:20]1[c:21]2[c:22]([O:23][c:24]3[cH:25][cH:26][c:27]([NH:28][C:37](=[S:38])[NH:39][C:40]([CH2:41][c:42]4[cH:43][cH:44][cH:45][cH:46][cH:47]4)=[O:48])[cH:29][c:30]3[F:31])[n:32][cH:33][cH:34][c:35]2[cH:36][cH:49]1>>[F:1][c:2]1[cH:3][c:4]([NH:19][C:37](=[S:38])[NH:39][C:40]([CH2:41][c:42]2[cH:43][cH:44][cH:45][cH:46][cH:47]2)=[O:48])[cH:5][cH:6][c:7]1[O:8][c:9]1[n:10][cH:11][cH:12][c:13]2[c:14]1[n:15]([CH3:18])[cH:16][cH:17]2. Reactants: CCN(C(C)C)C(C)C, NS(=O)(=O)NCc1ccccc1, CS(C)=O, COc1ccccc1Oc1c(Cl)nc(-c2ccnc(C#N)c2)nc1Cl, [K], O=C(O)CC(O)(CC(=O)O)C(=O)O. Product: COc1ccccc1Oc1c(Cl)nc(-c2ccnc(C#N)c2)nc1NS(=O)(=O)NCc1ccccc1. As a reaction SMILES: [CH2:26]([N:27]([CH:28]([CH3:29])[CH3:30])[CH:31]([CH3:32])[CH3:33])[CH3:34].[CH2:36]([c:37]1[cH:38][cH:39][cH:40][cH:41][cH:42]1)[NH:43][S:44]([NH2:45])(=[O:46])=[O:47].[CH3:61][S:62]([CH3:63])=[O:64].[Cl:1][c:2]1[n:3][c:4](-[c:18]2[cH:19][c:20]([C:24]#[N:25])[n:21][cH:22][cH:23]2)[n:5][c:6]([Cl:17])[c:7]1[O:8][c:9]1[c:10]([O:15][CH3:16])[cH:11][cH:12][cH:13][cH:14]1.[K:35].[OH:48][C:49]([CH2:50][C:51]([C:52](=[O:53])[OH:54])([CH2:55][C:56](=[O:57])[OH:58])[OH:59])=[O:60]>>[Cl:1][c:2]1[n:3][c:4](-[c:18]2[cH:19][c:20]([C:24]#[N:25])[n:21][cH:22][cH:23]2)[n:5][c:6]([NH:45][S:44]([NH:43][CH2:36][c:37]2[cH:38][cH:39][cH:40][cH:41][cH:42]2)(=[O:46])=[O:47])[c:7]1[O:8][c:9]1[c:10]([O:15][CH3:16])[cH:11][cH:12][cH:13][cH:14]1. The reactants are CO, COC(=O)c1cccc(NC(=O)NCC(=O)N2C(C(=O)NCC(C)C)CC(S(=O)(=O)c3ccc([N+](=O)[O-])cc3)C2c2ccccc2F)c1, [K+], [OH-], O. Product: CC(C)CNC(=O)C1CC(S(=O)(=O)c2ccc([N+](=O)[O-])cc2)C(c2ccccc2F)N1C(=O)CNC(=O)Nc1cccc(C(=O)O)c1. As a reaction SMILES: [CH3:51][OH:52].[F:1][c:2]1[c:3]([CH:8]2[CH:9]([S:37](=[O:38])(=[O:39])[c:40]3[cH:41][cH:42][c:43]([N+:46](=[O:47])[O-:48])[cH:44][cH:45]3)[CH2:10][CH:11]([C:30]([NH:31][CH2:32][CH:33]([CH3:34])[CH3:35])=[O:36])[N:12]2[C:13]([CH2:14][NH:15][C:16](=[O:17])[NH:18][c:19]2[cH:20][c:21]([C:25](=[O:26])[O:27][CH3:28])[cH:22][cH:23][cH:24]2)=[O:29])[cH:4][cH:5][cH:6][cH:7]1.[K+:50].[OH-:49].[OH2:53]>>[F:1][c:2]1[c:3]([CH:8]2[CH:9]([S:37](=[O:38])(=[O:39])[c:40]3[cH:41][cH:42][c:43]([N+:46](=[O:47])[O-:48])[cH:44][cH:45]3)[CH2:10][CH:11]([C:30]([NH:31][CH2:32][CH:33]([CH3:34])[CH3:35])=[O:36])[N:12]2[C:13]([CH2:14][NH:15][C:16](=[O:17])[NH:18][c:19]2[cH:20][c:21]([C:25](=[O:26])[OH:27])[cH:22][cH:23][cH:24]2)=[O:29])[cH:4][cH:5][cH:6][cH:7]1. The reactants are COCCNC(=O)c1cc(S(N)(=O)=O)c(Cl)cc1Cl, C1CCOC1, O=C(O)c1ccccc1Cl. Product: COCCNC(=O)c1cc(S(=O)(=O)NC(=O)c2ccccc2Cl)c(Cl)cc1Cl. Reaction SMILES: [Cl:11][c:12]1[c:13]([C:14](=[O:15])[NH:16][CH2:17][CH2:18][O:19][CH3:20])[cH:21][c:22]([S:26]([NH2:27])(=[O:28])=[O:29])[c:23]([Cl:25])[cH:24]1.[O:30]1[CH2:31][CH2:32][CH2:33][CH2:34]1.[OH:1][C:2](=[O:3])[c:4]1[cH:5][cH:6][cH:7][cH:8][c:9]1[Cl:10]>>[O:1]=[C:2]([c:4]1[cH:5][cH:6][cH:7][cH:8][c:9]1[Cl:10])[NH:27][S:26]([c:22]1[cH:21][c:13]([C:14](=[O:15])[NH:16][CH2:17][CH2:18][O:19][CH3:20])[c:12]([Cl:11])[cH:24][c:23]1[Cl:25])(=[O:28])=[O:29].